From a dataset of the Open Reaction Database (ORD), a public repository of structured organic reaction records. describe an organic reaction: reactants, conditions, products, and yield Starting materials: N#Cc1c(N2CCNCC2)c2cc(F)ccc2n(Cc2ccccc2)c1=O, O, c1ccncc1, O=C(Cl)c1ccco1. Product: N#Cc1c(N2CCN(C(=O)c3ccco3)CC2)c2cc(F)ccc2n(Cc2ccccc2)c1=O. As a reaction SMILES: [CH2:9]([c:10]1[cH:11][cH:12][cH:13][cH:14][cH:15]1)[n:16]1[c:17](=[O:35])[c:18]([C:33]#[N:34])[c:19]([N:27]2[CH2:28][CH2:29][NH:30][CH2:31][CH2:32]2)[c:20]2[cH:21][c:22]([F:26])[cH:23][cH:24][c:25]12.[OH2:36].[cH:37]1[cH:38][cH:39][n:40][cH:41][cH:42]1.[o:1]1[c:2]([C:6](=[O:7])[Cl:8])[cH:3][cH:4][cH:5]1>>[o:1]1[c:2]([C:6](=[O:7])[N:30]2[CH2:29][CH2:28][N:27]([c:19]3[c:18]([C:33]#[N:34])[c:17](=[O:35])[n:16]([CH2:9][c:10]4[cH:11][cH:12][cH:13][cH:14][cH:15]4)[c:25]4[c:20]3[cH:21][c:22]([F:26])[cH:23][cH:24]4)[CH2:32][CH2:31]2)[cH:3][cH:4][cH:5]1.